Dataset: the Open Reaction Database (ORD), a public repository of structured organic reaction records. Task: describe an organic reaction: reactants, conditions, products, and yield The reactants are ClCCCBr, CN(C)C=O, [H-], CC(C)(C)C(=O)Nc1ccc(-c2cc(=O)c3c(N)c(F)cc(F)c3o2)cc1F, [Na+], O. Yields the product CC(C)(C)C(=O)Nc1ccc(-c2cc(=O)c3c(NCCCCl)c(F)cc(F)c3o2)cc1F. As a reaction SMILES: [Br:31][CH2:32][CH2:33][CH2:34][Cl:35].[CH3:37][N:38]([CH3:39])[CH:40]=[O:41].[H-:29].[NH2:1][c:2]1[c:3]([F:28])[cH:4][c:5]([F:27])[c:6]2[c:7]1[c:8](=[O:26])[cH:9][c:10](-[c:12]1[cH:13][c:14]([F:25])[c:15]([NH:18][C:19]([C:20]([CH3:21])([CH3:22])[CH3:23])=[O:24])[cH:16][cH:17]1)[o:11]2.[Na+:30].[OH2:36]>>[NH:1]([c:2]1[c:3]([F:28])[cH:4][c:5]([F:27])[c:6]2[c:7]1[c:8](=[O:26])[cH:9][c:10](-[c:12]1[cH:13][c:14]([F:25])[c:15]([NH:18][C:19]([C:20]([CH3:21])([CH3:22])[CH3:23])=[O:24])[cH:16][cH:17]1)[o:11]2)[CH2:32][CH2:33][CH2:34][Cl:35]. Reactants: intermediate 27, BrCCC1=COC2=C1C=CC=C2OC (3-(2-bromoethyl)-7-methoxybenzofuran), [C-]#N.[Na+] (sodium cyanide). Product: COC1=CC=CC=2C(=COC21)CCC#N (3-(7-Methoxybenzofuran-3-yl)-propionitrile). Isolated yield 97.2%. RXN SMILES: Br[CH2:2][CH2:3][C:4]1[C:8]2[CH:9]=[CH:10][CH:11]=[C:12]([O:13][CH3:14])[C:7]=2[O:6][CH:5]=1.[C-:15]#[N:16].[Na+]>>[CH3:14][O:13][C:12]1[C:7]2[O:6][CH:5]=[C:4]([CH2:3][CH2:2][C:15]#[N:16])[C:8]=2[CH:9]=[CH:10][CH:11]=1 |f:1.2|. Reported procedure: This compound was prepared by the same method as for intermediate 27, using 2.87 g (11.25 mmol) of 3-(2-bromoethyl)-7-methoxybenzofuran and 1.1 g (22.5 mmol) of sodium cyanide, to afford 2.2 g (97%) of the title compound: MS (ESI) m/z 201 [M]+. The reactants are O=C1CCC(=O)N1Br, Cc1cnc(C(=O)NCc2ccc(S(C)(=O)=O)cn2)c(=O)n1-c1cccc(C(F)(F)F)c1, CN(C)C=O, O. The product is Cc1c(Br)nc(C(=O)NCc2ccc(S(C)(=O)=O)cn2)c(=O)n1-c1cccc(C(F)(F)F)c1. Reaction SMILES: [Br:33][N:34]1[C:35](=[O:36])[CH2:37][CH2:38][C:39]1=[O:40].[CH3:1][c:2]1[n:3](-[c:23]2[cH:24][c:25]([C:29]([F:30])([F:31])[F:32])[cH:26][cH:27][cH:28]2)[c:4](=[O:22])[c:5]([C:8](=[O:9])[NH:10][CH2:11][c:12]2[n:13][cH:14][c:15]([S:18](=[O:19])(=[O:20])[CH3:21])[cH:16][cH:17]2)[n:6][cH:7]1.[O:42]=[CH:43][N:44]([CH3:45])[CH3:46].[OH2:41]>>[CH3:1][c:2]1[n:3](-[c:23]2[cH:24][c:25]([C:29]([F:30])([F:31])[F:32])[cH:26][cH:27][cH:28]2)[c:4](=[O:22])[c:5]([C:8](=[O:9])[NH:10][CH2:11][c:12]2[n:13][cH:14][c:15]([S:18](=[O:19])(=[O:20])[CH3:21])[cH:16][cH:17]2)[n:6][c:7]1[Br:33].